describe an organic reaction: reactants, conditions, products, and yield From a dataset of the Open Reaction Database (ORD), a public repository of structured organic reaction records. The reactants are CCOC(C)=O, CC(C)(C)OC(=O)N(CCN1Cc2ccc(F)cc2CC1Cc1ccccc1)Cc1ccccc1, Cl. Product: Fc1ccc2c(c1)CC(Cc1ccccc1)N(CCNCc1ccccc1)C2. Reaction SMILES: [C:36]([O:37][CH2:38][CH3:39])(=[O:40])[CH3:41].[CH2:1]([c:2]1[cH:3][cH:4][cH:5][cH:6][cH:7]1)[N:8]([C:9](=[O:10])[O:11][C:12]([CH3:13])([CH3:14])[CH3:15])[CH2:16][CH2:17][N:18]1[CH2:19][c:20]2[cH:21][cH:22][c:23]([F:35])[cH:24][c:25]2[CH2:26][CH:27]1[CH2:28][c:29]1[cH:30][cH:31][cH:32][cH:33][cH:34]1.[ClH:42]>>[CH2:1]([c:2]1[cH:3][cH:4][cH:5][cH:6][cH:7]1)[NH:8][CH2:16][CH2:17][N:18]1[CH2:19][c:20]2[cH:21][cH:22][c:23]([F:35])[cH:24][c:25]2[CH2:26][CH:27]1[CH2:28][c:29]1[cH:30][cH:31][cH:32][cH:33][cH:34]1. Starting materials: ClCCC[Si](Cl)(Cl)C (3-chloropropylmethyldichlorosilane), ClCCC[Si](C=C)(C=C)C (3-chloropropylmethyldivinylsilane), ClCCC[Si](Cl)(Cl)Cl (3-chloropropyltrichlorosilane), halogenated silane. Yields the product ClCCC[Si](C=C)(C=C)C=C (3-chloropropyltrivinylsilane). As a reaction SMILES: Cl[CH2:2]CC[Si](C)(Cl)Cl.ClCCC[Si](Cl)(Cl)Cl.[Cl:17][CH2:18][CH2:19][CH2:20][Si:21]([CH3:26])([CH:24]=[CH2:25])[CH:22]=[CH2:23]>>[Cl:17][CH2:18][CH2:19][CH2:20][Si:21]([CH:26]=[CH2:2])([CH:24]=[CH2:25])[CH:22]=[CH2:23]. Procedure details: In Step 1, a halogenated silane, such as 3-chloropropyldimethylchlorosilane, is reacted with a Grinard reagent, such as vinyl magnesium chloride, to form 3-chloropropyldimethylvinylsilane. When 3-chloropropylmethyldichlorosilane or 3-chloropropyltrichlorosilane is used as the halogenated silane instead of 3-chloropropyldimethylchlorosilane, 3-chloropropylmethyldivinylsilane or 3-chloropropyltrivinylsilane is obtained, respectively. The reaction is generally carried out by dropwise adding the hal... Starting materials: CCOc1cc(CC(=O)NC(COC(C)=O)c2ccccc2N2CCCCC2)ccc1C(=O)OCc1ccccc1, CCO. The product is CCOc1cc(CC(=O)NC(COC(C)=O)c2ccccc2N2CCCCC2)ccc1C(=O)O. RXN SMILES: [CH2:1]([CH3:2])[O:3][c:4]1[c:5]([C:6](=[O:7])[O:8][CH2:9][c:10]2[cH:11][cH:12][cH:13][cH:14][cH:15]2)[cH:16][cH:17][c:18]([CH2:20][C:21](=[O:22])[NH:23][CH:24]([c:25]2[c:26]([N:31]3[CH2:32][CH2:33][CH2:34][CH2:35][CH2:36]3)[cH:27][cH:28][cH:29][cH:30]2)[CH2:37][O:38][C:39]([CH3:40])=[O:41])[cH:19]1.[CH3:42][CH2:43][OH:44]>>[CH2:1]([CH3:2])[O:3][c:4]1[c:5]([C:6](=[O:7])[OH:8])[cH:16][cH:17][c:18]([CH2:20][C:21](=[O:22])[NH:23][CH:24]([c:25]2[c:26]([N:31]3[CH2:32][CH2:33][CH2:34][CH2:35][CH2:36]3)[cH:27][cH:28][cH:29][cH:30]2)[CH2:37][O:38][C:39]([CH3:40])=[O:41])[cH:19]1. Starting materials: N1N=CN=C1 (1,2,4-triazol), [H-].[Na+] (sodium hydride), ice water, ClCCCC1N(C(CC1)C1=CC=C(C=C1)F)S(=O)(=O)C1=CC=C(C=C1)C ((2RS,5RS)-2-(3-chloro-propyl)-5-(4-fluoro-phenyl)-1-(toluene-4-sulfonyl)-pyrrolidine). The solvent is CN(C)C=O (DMF). Run at time 1 hour. Yields the product FC1=CC=C(C=C1)C1CCC(N1S(=O)(=O)C1=CC=C(C=C1)C)CCCN1N=CN=C1 ((2RS,5RS)-1-{3-[5-(4-Fluoro-phenyl)-1-(toluene-4-sulfonyl)-pyrrolidin-2-yl]-propyl}-1H-[1,2,4]triazole). Isolated yield 87.0%. As a reaction SMILES: [NH:1]1[CH:5]=[N:4][CH:3]=[N:2]1.[H-].[Na+].Cl[CH2:9][CH2:10][CH2:11][CH:12]1[CH2:16][CH2:15][CH:14]([C:17]2[CH:22]=[CH:21][C:20]([F:23])=[CH:19][CH:18]=2)[N:13]1[S:24]([C:27]1[CH:32]=[CH:31][C:30]([CH3:33])=[CH:29][CH:28]=1)(=[O:26])=[O:25]>CN(C=O)C>[F:23][C:20]1[CH:19]=[CH:18][C:17]([CH:14]2[N:13]([S:24]([C:27]3[CH:28]=[CH:29][C:30]([CH3:33])=[CH:31][CH:32]=3)(=[O:25])=[O:26])[CH:12]([CH2:11][CH2:10][CH2:9][N:1]3[CH:5]=[N:4][CH:3]=[N:2]3)[CH2:16][CH2:15]2)=[CH:22][CH:21]=1 |f:1.2|. Procedure details: To a stirred solution of 1,2,4-triazol (105 mg, 1.52 mmol) in DMF (15 ml) was added at 0° C. sodium hydride (61 mg, 1.52 mmol; 60%-disp.). The mixture was stirred at RT for 1 h, cooled to 0° C. and (2RS,5RS)-2-(3-chloro-propyl)-5-(4-fluoro-phenyl)-1-(toluene-4-sulfonyl)-pyrrolidine (0.50 g, 1.26 mmol) was added. The reaction mixture was stirred at RT for 3 h and at 50° C. for 16 h, poured into ice/water (70 ml) and extracted with dichloromethane (2×100 ml). The combined organic layers were washe... The reactants are [Br-], C1CCOC1, CC12C=CC(=O)C=C1C=CC1C2CCC2(C)C(=O)CCC12, C[Al](C)C, Cc1ccccc1, O. Product: CC12CCC3C(C=CC4=CC(=O)CCC43C)C1CCC2=O. As a reaction SMILES: [Br-:22].[CH2:34]1[O:35][CH2:36][CH2:37][CH2:38]1.[CH3:1][C:2]12[C:3](=[O:21])[CH2:4][CH2:5][CH:6]1[CH:7]1[CH:8]=[CH:9][C:10]3=[CH:11][C:12](=[O:20])[CH:13]=[CH:14][C:15]3([CH3:16])[CH:17]1[CH2:18][CH2:19]2.[CH3:23][Al:24]([CH3:25])[CH3:26].[CH3:27][c:28]1[cH:29][cH:30][cH:31][cH:32][cH:33]1.[OH2:39]>>[CH3:1][C:2]12[C:3](=[O:21])[CH2:4][CH2:5][CH:6]1[CH:7]1[CH:8]=[CH:9][C:10]3=[CH:11][C:12](=[O:20])[CH2:13][CH2:14][C:15]3([CH3:16])[CH:17]1[CH2:18][CH2:19]2.